From a dataset of the Open Reaction Database (ORD), a public repository of structured organic reaction records. describe an organic reaction: reactants, conditions, products, and yield Starting materials: BrC1=CC=C(C=C1)S(F)(F)(F)(F)F (4-bromophenyl sulfur pentafluoride), FC1=C(C(=CC(=C1)C[C@@H](C)C1=CC=CC=C1)F)OB(O)O ((R)-2,6-difluoro-4-(2-phenylpropyl)phenylboric acid), C1(=CC=CC=C1)[C@@H](CC1=CC=C(C=C1)OB(O)O)C ((R)-4-(2-phenylpropyl)phenylboric acid). Product: FC1=C(C(=CC(=C1)C[C@@H](C)C1=CC=CC=C1)F)C1=CC=C(C=C1)S(F)(F)(F)(F)F ((R)-4-(2,6-difluoro-4-(2-phenylpropyl)phenyl)phenyl sulfur pentafluoride). Yield: 42.8%. As a reaction SMILES: Br[C:2]1[CH:7]=[CH:6][C:5]([S:8]([F:13])([F:12])([F:11])([F:10])[F:9])=[CH:4][CH:3]=1.[F:14][C:15]1[CH:20]=[C:19]([CH2:21][C@H:22]([C:24]2[CH:29]=[CH:28][CH:27]=[CH:26][CH:25]=2)[CH3:23])[CH:18]=[C:17]([F:30])[C:16]=1OB(O)O.C1([C@H](C)CC2C=CC(OB(O)O)=CC=2)C=CC=CC=1>>[F:14][C:15]1[CH:20]=[C:19]([CH2:21][C@H:22]([C:24]2[CH:25]=[CH:26][CH:27]=[CH:28][CH:29]=2)[CH3:23])[CH:18]=[C:17]([F:30])[C:16]=1[C:2]1[CH:7]=[CH:6][C:5]([S:8]([F:13])([F:12])([F:11])([F:10])[F:9])=[CH:4][CH:3]=1. Procedure details: A reaction was carried out in the same manner as in second step of Example 4-3 except that 3.08 g (10.9 mmol) of 4-bromophenyl sulfur pentafluoride [Br-Ph-SF5] was employed instead of 1-bromo-3,5-difluorobenzene in second step of Example 4-3 and 3.00 g (10.9 mmol) of (R)-2,6-difluoro-4-(2-phenylpropyl)phenylboric acid [H-Ph-CH(CH3)—CH2-PhFF-B(OH)2] obtained in third step of Example 4-5 was employed instead of (R)-4-(2-phenylpropyl)phenylboric acid [H-Ph-CH(CH3)—CH2-Ph-B(OH)2] to obtain 2.03 g (4...